From a dataset of the Open Reaction Database (ORD), a public repository of structured organic reaction records. describe an organic reaction: reactants, conditions, products, and yield Reported procedure: 1-Thiomorpholino-3-piperazino-5-nitro-isoquinoline was prepared analogous to Example 3 from 1-thiomorpholino-3-chloro-5-nitro-isoquinoline by heating for 5 hours with piperazine in dioxane at 100°C. M.p. of its hydrochloride: 245°-247°C (from water); yield: 53% of theory. The yield is 53.0%. RXN SMILES: [S:1]1[CH2:6][CH2:5][N:4]([C:7]2[C:16]3[C:11](=[C:12]([N+:17]([O-:19])=[O:18])[CH:13]=[CH:14][CH:15]=3)[CH:10]=[C:9](Cl)[N:8]=2)[CH2:3][CH2:2]1.[NH:21]1[CH2:26][CH2:25][NH:24][CH2:23][CH2:22]1.Cl.O>O1CCOCC1>[S:1]1[CH2:6][CH2:5][N:4]([C:7]2[C:16]3[C:11](=[C:12]([N+:17]([O-:19])=[O:18])[CH:13]=[CH:14][CH:15]=3)[CH:10]=[C:9]([N:21]3[CH2:26][CH2:25][NH:24][CH2:23][CH2:22]3)[N:8]=2)[CH2:3][CH2:2]1. Starting materials: S1CCN(CC1)C1=NC(=CC2=C(C=CC=C12)[N+](=O)[O-])Cl (1-thiomorpholino-3-chloro-5-nitro-isoquinoline), N1CCNCC1 (piperazine), O (water), Cl (hydrochloride). The solvent is O1CCOCC1 (dioxane). Product: S1CCN(CC1)C1=NC(=CC2=C(C=CC=C12)[N+](=O)[O-])N1CCNCC1 (1-Thiomorpholino-3-piperazino-5-nitro-isoquinoline). Starting materials: ClC1=CC=C(C=N1)C(C1=CC=C(C=C1)F)=O (6-chloro-3-(4-fluorobenzoyl)-pyridine), Br (HBr), [OH-].[Na+] (NaOH). Solvent: O (water). The product is BrC1=CC=C(C=N1)C(C1=CC=C(C=C1)F)=O (6-bromo-3-(4-fluorobenzoyl)-pyridine). RXN SMILES: Cl[C:2]1[N:7]=[CH:6][C:5]([C:8](=[O:16])[C:9]2[CH:14]=[CH:13][C:12]([F:15])=[CH:11][CH:10]=2)=[CH:4][CH:3]=1.[BrH:17].[OH-].[Na+]>O>[Br:17][C:2]1[N:7]=[CH:6][C:5]([C:8](=[O:16])[C:9]2[CH:14]=[CH:13][C:12]([F:15])=[CH:11][CH:10]=2)=[CH:4][CH:3]=1 |f:2.3|. Reported procedure: 2.35 g 6-chloro-3-(4-fluorobenzoyl)-pyridine (see Ex. 5) and 50 ml 47% aqueous HBr are refluxed for 1 hr. After this time a control by gas chromatography reveals no starting chloro-derivative is present. The reaction liquid is added to water, and a yellow solid is formed. The mixture is basified with concentrated NaOH, and the crystalline solid is filtered and recrystallised from methanol:water. Yield: 0.9 g title product, as white crystals, m.p. 97°-8° C.; UV (water): λmax. 278 nm, ε: 16,600; B... Reported procedure: (±)-Cis-N-[1-(4-amino-benzoyl)-2-methyl-1,2,3,4-tetrahydro-quinolin-4-yl]-N-phenyl-propionamide was prepared from (±)-cis-N-[2-methylmethyl-1-(4-nitro-benzoyl)-1,2,3,4-tetrahydro-quinolin-4-yl]-N-phenyl-propionamide. (±)-Cis-N-[2-methyl-1-(4-nitro-benzoyl)-1,2,3,4-tetrahydro-quinolin-4-yl]-N-phenyl-propionamide (200 mg, 0.45 mmol) was dissolved in ethanol (20 mL). Palladium on carbon (10%) was carefully added and the resulting suspension was shaken under hydrogen gas (40 psi) over night. The sus... Yield: 86.0%. Yields the product NC1=CC=C(C(=O)N2[C@H](C[C@H](C3=CC=CC=C23)N(C(CC)=O)C2=CC=CC=C2)C)C=C1 ((±)-Cis-N-[1-(4-amino-benzoyl)-2-methyl-1,2,3,4-tetrahydro-quinolin-4-yl]-N-phenyl-propionamide), product. Reaction SMILES: [CH3:1][C@H:2]1[CH2:11][C@@H:10]([N:12]([C:17]2[CH:22]=[CH:21][CH:20]=[CH:19][CH:18]=2)[C:13](=[O:16])[CH2:14][CH3:15])[C:9]2[C:4](=[CH:5][CH:6]=[CH:7][CH:8]=2)[N:3]1[C:23](=[O:33])[C:24]1[CH:29]=[CH:28][C:27]([N+:30]([O-])=O)=[CH:26][CH:25]=1>C(O)C.[Pd]>[NH2:30][C:27]1[CH:26]=[CH:25][C:24]([C:23]([N:3]2[C:4]3[C:9](=[CH:8][CH:7]=[CH:6][CH:5]=3)[C@H:10]([N:12]([C:17]3[CH:18]=[CH:19][CH:20]=[CH:21][CH:22]=3)[C:13](=[O:16])[CH2:14][CH3:15])[CH2:11][C@@H:2]2[CH3:1])=[O:33])=[CH:29][CH:28]=1. Starting materials: (±)-cis-N-[2-methylmethyl-1-(4-nitro-benzoyl)-1,2,3,4-tetrahydro-quinolin-4-yl]-N-phenyl-propionamide, C[C@@H]1N(C2=CC=CC=C2[C@@H](C1)N(C(CC)=O)C1=CC=CC=C1)C(C1=CC=C(C=C1)[N+](=O)[O-])=O ((±)-Cis-N-[2-methyl-1-(4-nitro-benzoyl)-1,2,3,4-tetrahydro-quinolin-4-yl]-N-phenyl-propionamide). The solvent is C(C)O (ethanol). Reagents/catalysts: [Pd] (Palladium on carbon).